Dataset: the Open Reaction Database (ORD), a public repository of structured organic reaction records. Task: describe an organic reaction: reactants, conditions, products, and yield The reactants are C(C)(=O)N1[C@H](C[C@@H](C2=CC(=CC=C12)C(=O)OCC)OC(C1=CC=CC=C1)=O)C (ethyl (2S,4S)-1-acetyl-4-benzoyloxy-2-methyl-1,2,3,4-tetrahydroquinoline-6-carboxylate), C([O-])([O-])=O.[K+].[K+] (potassium carbonate). The solvent is C(C)O (ethanol). Conditions: temperature 50 celsius, time 18 hour. Product: C(C)(=O)N1[C@H](C[C@@H](C2=CC(=CC=C12)C(=O)OCC)O)C (ethyl (2S,4S)-1-acetyl-4-hydroxyl-2-methyl-1,2,3,4-tetrahydroquinoline-6-carboxylate). Isolated yield 46.7%. RXN SMILES: [C:1]([N:4]1[C:13]2[C:8](=[CH:9][C:10]([C:14]([O:16][CH2:17][CH3:18])=[O:15])=[CH:11][CH:12]=2)[C@@H:7]([O:19]C(=O)C2C=CC=CC=2)[CH2:6][C@@H:5]1[CH3:28])(=[O:3])[CH3:2].C(=O)([O-])[O-].[K+].[K+]>C(O)C>[C:1]([N:4]1[C:13]2[C:8](=[CH:9][C:10]([C:14]([O:16][CH2:17][CH3:18])=[O:15])=[CH:11][CH:12]=2)[C@@H:7]([OH:19])[CH2:6][C@@H:5]1[CH3:28])(=[O:3])[CH3:2] |f:1.2.3|. Procedure details: [Step 3] 1.02 g of ethyl (2S,4S)-1-acetyl-4-benzoyloxy-2-methyl-1,2,3,4-tetrahydroquinoline-6-carboxylate was dissolved in 10 mL of ethanol, and 1.11 g of potassium carbonate was slowly added to the solution. The mixture was stirred for 18 hours at 50° C., subsequently solids were filtered off, and the filtrate was washed two times with chloroform. The filtrate was concentrated under reduced pressure, and the resulting residue was purified by using silica gel chromatography (hexane:ethyl acetate... Reactants: COc1cc2c(cc1OC)C(=O)C(CC1CCN(Cc3ccccc3)CC1)C2, CC(C)O, O=P(O)(O)O. The product is COc1cc2c(cc1OC)C(=O)C(CC1CCN(Cc3ccccc3)CC1)C2, O=P([O-])([O-])[O-]. RXN SMILES: [CH3:1][O:2][c:3]1[cH:4][c:5]2[c:24]([cH:25][c:26]1[O:27][CH3:28])[C:22](=[O:23])[CH:7]([CH2:8][CH:9]1[CH2:10][CH2:11][N:12]([CH2:15][c:16]3[cH:17][cH:18][cH:19][cH:20][cH:21]3)[CH2:13][CH2:14]1)[CH2:6]2.[CH3:34][CH:35]([OH:36])[CH3:37].[P:29]([OH:30])([OH:31])([OH:32])=[O:33]>>[CH3:1][O:2][c:3]1[cH:4][c:5]2[c:24]([cH:25][c:26]1[O:27][CH3:28])[C:22](=[O:23])[CH:7]([CH2:8][CH:9]1[CH2:10][CH2:11][N:12]([CH2:15][c:16]3[cH:17][cH:18][cH:19][cH:20][cH:21]3)[CH2:13][CH2:14]1)[CH2:6]2.[P:29](=[O:30])([O-:31])([O-:32])[O-:33]. Starting materials: COC(=O)C=1C(C(=C(NC1C)C)C(=O)OCCOC1=CC=C(C=C1)OCC(C)(C)N)C1=CC(=CC=C1)[N+](=O)[O-] (1,4-dihydro-2,6-dimethyl-4-(m-nitrophenyl)-pyridine-3,5-dicarboxylic acid 3-{2-[p-(2-amino-2-methylpropoxy)-phenoxy]-ethyl}-ester 5-methyl ester), O1C(COC2=CC=C(C=C2)COCCOC(C)C)C1 (1-(2,3-epoxypropoxy)-4-[2-(isopropoxy)-ethoxymethyl]-benzene). The solvent is C(C)(C)O (isopropanol). The product is COC(=O)C=1C(C(=C(NC1C)C)C(=O)OCCOC1=CC=C(C=C1)OCC(C)(C)NCC(COC1=CC=C(C=C1)COCCOC(C)C)O)C1=CC(=CC=C1)[N+](=O)[O-] (1,4-dihydro-2,6-dimethyl-4-(m-nitrophenyl)-pyridine-3,5-dicarboxylic acid 3-{{{2-{{p-{2-[[3-[4-(2-isopropoxyethoxymethyl)-phenoxy]-2-hydroxypropylamino]]-2-methylpropoxy}-phenoxy}}-ethyl}}}-ester 5-methyl ester). Reaction SMILES: [CH3:1][O:2][C:3]([C:5]1[CH:6]([C:31]2[CH:36]=[CH:35][CH:34]=[C:33]([N+:37]([O-:39])=[O:38])[CH:32]=2)[C:7]([C:13]([O:15][CH2:16][CH2:17][O:18][C:19]2[CH:24]=[CH:23][C:22]([O:25][CH2:26][C:27]([NH2:30])([CH3:29])[CH3:28])=[CH:21][CH:20]=2)=[O:14])=[C:8]([CH3:12])[NH:9][C:10]=1[CH3:11])=[O:4].[O:40]1[CH2:58][CH:41]1[CH2:42][O:43][C:44]1[CH:49]=[CH:48][C:47]([CH2:50][O:51][CH2:52][CH2:53][O:54][CH:55]([CH3:57])[CH3:56])=[CH:46][CH:45]=1>C(O)(C)C>[CH3:1][O:2][C:3]([C:5]1[CH:6]([C:31]2[CH:36]=[CH:35][CH:34]=[C:33]([N+:37]([O-:39])=[O:38])[CH:32]=2)[C:7]([C:13]([O:15][CH2:16][CH2:17][O:18][C:19]2[CH:24]=[CH:23][C:22]([O:25][CH2:26][C:27]([NH:30][CH2:58][CH:41]([OH:40])[CH2:42][O:43][C:44]3[CH:49]=[CH:48][C:47]([CH2:50][O:51][CH2:52][CH2:53][O:54][CH:55]([CH3:57])[CH3:56])=[CH:46][CH:45]=3)([CH3:29])[CH3:28])=[CH:21][CH:20]=2)=[O:14])=[C:8]([CH3:12])[NH:9][C:10]=1[CH3:11])=[O:4]. Procedure: A solution of 4.6 g (8.5 mmol) of 1,4-dihydro-2,6-dimethyl-4-(m-nitrophenyl)-pyridine-3,5-dicarboxylic acid 3-{2-[p-(2-amino-2-methylpropoxy)-phenoxy]-ethyl}-ester 5-methyl ester and 2.95 g (11 mmol) of 1-(2,3-epoxypropoxy)-4-[2-(isopropoxy)-ethoxymethyl]-benzene in 20 ml of isopropanol is heated under reflux for 6 hours while stirring. Working up and chromatographic purification analogously to Example 1 yield 1,4-dihydro-2,6-dimethyl-4-(m-nitrophenyl)-pyridine-3,5-dicarboxylic acid 3-{{{2-{{p-{... Starting materials: CCOC(C)=O, CC(=O)[O-], CO, Cl, NO, [Na+], O, CCC(=O)c1ccncc1. Product: CCC(=NO)c1ccncc1. RXN SMILES: [CH3:21][CH2:22][O:23][C:24]([CH3:25])=[O:26].[CH3:5][C:6](=[O:7])[O-:8].[CH3:9][OH:10].[ClH:1].[NH2:2][OH:3].[Na+:4].[OH2:27].[n:11]1[cH:12][cH:13][c:14]([C:17]([CH2:18][CH3:19])=[O:20])[cH:15][cH:16]1>>[N:2]([OH:3])=[C:17]([c:14]1[cH:13][cH:12][n:11][cH:16][cH:15]1)[CH2:18][CH3:19]. Reactants: COC=1C=C2C(=CC=NC2=CC1OC)OC1=C(C=C(N)C=C1)F (4-[(6,7-dimethoxy-4-quinolyl)oxy]-3-fluoro-aniline), C(CC)N1N=C(C=C1)C(=O)O (1-propylpyrazole-3-carboxylic acid). The product is COC=1C=C2C(=CC=NC2=CC1OC)OC1=C(C=C(C=C1)NC(=O)C1=NN(C=C1)CCC)F (N-[4-[(6,7-dimethoxy-4-quinolyl)oxy]-3-fluoro-phenyl]-1-propyl-pyrazole-3-carboxamide). Yield: 17.0%. Reaction SMILES: [CH3:1][O:2][C:3]1[CH:4]=[C:5]2[C:10](=[CH:11][C:12]=1[O:13][CH3:14])[N:9]=[CH:8][CH:7]=[C:6]2[O:15][C:16]1[CH:22]=[CH:21][C:19]([NH2:20])=[CH:18][C:17]=1[F:23].[CH2:24]([N:27]1[CH:31]=[CH:30][C:29]([C:32](O)=[O:33])=[N:28]1)[CH2:25][CH3:26]>>[CH3:1][O:2][C:3]1[CH:4]=[C:5]2[C:10](=[CH:11][C:12]=1[O:13][CH3:14])[N:9]=[CH:8][CH:7]=[C:6]2[O:15][C:16]1[CH:22]=[CH:21][C:19]([NH:20][C:32]([C:29]2[CH:30]=[CH:31][N:27]([CH2:24][CH2:25][CH3:26])[N:28]=2)=[O:33])=[CH:18][C:17]=1[F:23]. Procedure: C1 was prepared from A2 and 1-propylpyrazole-3-carboxylic acid following the general procedure reported in Preparative Example 11. The residue was purified by reverse phase RP-HPLC (column: C18), using H2O and ACN as eluents. The desired fractions were lyophilized to yield the title compound C1 (46 mg, 0.10 mmol, 17%) as a white powder. 1H NMR (400 MHz, d6-DMSO, 300K) δ 0.85 (t, J=7.3 Hz, 3H), 1.86 (sext., J=7.3 Hz, 2H), 3.94 (s, 6H), 4.18 (t, J=7.3 Hz, 2H), 6.45 (d, J=5.1 Hz, 1H), 6.79 (d, J=2.... Starting materials: CN(C)c1ccccc1, COc1ccc(C(=O)Nc2c(Cl)cncc2Cl)cc1OC1CCCC1, NCc1ccccc1, O=P(Cl)(Cl)Cl. The product is COc1ccc(C(=Nc2c(Cl)cncc2Cl)NCc2ccccc2)cc1OC1CCCC1. RXN SMILES: [CH3:39][N:40]([CH3:41])[c:42]1[cH:43][cH:44][cH:45][cH:46][cH:47]1.[Cl:1][c:2]1[cH:3][n:4][cH:5][c:6]([Cl:25])[c:7]1[NH:8][C:9]([c:10]1[cH:11][c:12]([O:18][CH:19]2[CH2:20][CH2:21][CH2:22][CH2:23]2)[c:13]([O:16][CH3:17])[cH:14][cH:15]1)=[O:24].[NH2:31][CH2:32][c:33]1[cH:34][cH:35][cH:36][cH:37][cH:38]1.[P:26]([Cl:27])([Cl:28])([Cl:29])=[O:30]>>[Cl:1][c:2]1[cH:3][n:4][cH:5][c:6]([Cl:25])[c:7]1[N:8]=[C:9]([c:10]1[cH:11][c:12]([O:18][CH:19]2[CH2:20][CH2:21][CH2:22][CH2:23]2)[c:13]([O:16][CH3:17])[cH:14][cH:15]1)[NH:31][CH2:32][c:33]1[cH:34][cH:35][cH:36][cH:37][cH:38]1. Starting materials: CCOC(=O)C(C)(Cc1ccc(-c2ccccc2)cc1)S(=O)(=O)c1nccn1C, CCO, [Na+], [OH-]. Product: Cn1ccnc1S(=O)(=O)C(C)(Cc1ccc(-c2ccccc2)cc1)C(=O)O. RXN SMILES: [CH2:1]([CH3:2])[O:3][C:4]([C:5]([CH2:6][c:7]1[cH:8][cH:9][c:10](-[c:13]2[cH:14][cH:15][cH:16][cH:17][cH:18]2)[cH:11][cH:12]1)([S:19](=[O:20])(=[O:21])[c:22]1[n:23]([CH3:27])[cH:24][cH:25][n:26]1)[CH3:28])=[O:29].[CH3:32][CH2:33][OH:34].[Na+:31].[OH-:30]>>[O:3]=[C:4]([C:5]([CH2:6][c:7]1[cH:8][cH:9][c:10](-[c:13]2[cH:14][cH:15][cH:16][cH:17][cH:18]2)[cH:11][cH:12]1)([S:19](=[O:20])(=[O:21])[c:22]1[n:23]([CH3:27])[cH:24][cH:25][n:26]1)[CH3:28])[OH:29]. Starting materials: C(C)(C)(C)OC(=O)N1C[C@H]2CC3=C(C(=CN=C3N2[C@@H](C1)C)F)CO ((4R,9aR)-7-fluoro-8-hydroxymethyl-4-methyl-3,4,9,9a-tetrahydro-1H-2,4a,5-triaza-fluorene-2-carboxylic acid tert-butyl ester), solution, Cl (hydrochloric acid). The solvent is O1CCOCC1 (dioxane). Run at time 18 hour. Yields the product FC1=CN=C2N3[C@@H](CNC[C@H]3CC2=C1CO)C ((4R,9aR)-(7-Fluoro-4-methyl-1,2,3,4,9,9a-hexahydro-2,4a,5-triaza-fluoren-8-yl)-methanol). Yield: 76.4%. As a reaction SMILES: C(OC([N:8]1[CH2:20][C@@H:19]([CH3:21])[N:18]2[C@H:10]([CH2:11][C:12]3[C:17]2=[N:16][CH:15]=[C:14]([F:22])[C:13]=3[CH2:23][OH:24])[CH2:9]1)=O)(C)(C)C.Cl>O1CCOCC1>[F:22][C:14]1[C:13]([CH2:23][OH:24])=[C:12]2[C:17]([N:18]3[C@H:10]([CH2:11]2)[CH2:9][NH:8][CH2:20][C@H:19]3[CH3:21])=[N:16][CH:15]=1. Procedure: A mixture of 0.040 g (4R,9aR)-7-fluoro-8-hydroxymethyl-4-methyl-3,4,9,9a-tetrahydro-1H-2,4a,5-triaza-fluorene-2-carboxylic acid tert-butyl ester in 1 mL of a 2M solution of hydrochloric acid in dioxane was kept at room temperature for 18 h. The solvents were evaporated and the residue was purified by chromatography on silica gel with dichloromethane:methanol:ammonia (25% in water ) (9:1:0.1). The product fractions were collected and evaporated to yield 0.0215 g of yellowish foam.